From a dataset of the Open Reaction Database (ORD), a public repository of structured organic reaction records. describe an organic reaction: reactants, conditions, products, and yield Reactants: COCC=1N=C2N(C=CC=C2)C1 (2-(methoxymethyl)imidazo[1,2-a]pyridine), IN1C(CCC1=O)=O (N-iodosuccinimide), C(O)([O-])=O.[Na+] (sodium hydrogen carbonate). Solvent: CN(C)C=O (DMF). Run at time 3 hour. The product is IC1=C(N=C2N1C=CC=C2)COC (3-iodo-2-(methoxymethyl)imidazo[1,2-a]pyridine). Isolated yield 97.8%. RXN SMILES: [CH3:1][O:2][CH2:3][C:4]1[N:5]=[C:6]2[CH:11]=[CH:10][CH:9]=[CH:8][N:7]2[CH:12]=1.[I:13]N1C(=O)CCC1=O.C(=O)([O-])O.[Na+]>CN(C=O)C>[I:13][C:12]1[N:7]2[CH:8]=[CH:9][CH:10]=[CH:11][C:6]2=[N:5][C:4]=1[CH2:3][O:2][CH3:1] |f:2.3|. Procedure: [step 3] To 2-(methoxymethyl)imidazo[1,2-a]pyridine (1.8 g, 11 mmol) obtained in step 2 were added DMF (22 mL) and N-iodosuccinimide (2.75 g, 12 mmol), and the mixture was stirred at room temperature for 3 hr. The reaction was discontinued with saturated aqueous sodium hydrogen carbonate solution, and the mixture was extracted with ethyl acetate and the extract was dried over sodium sulfate. Filtration, concentration under reduced pressure and purification by silica gel column chromatography (ch... Reactants: ClC1=CC(=CC=C1)C(=O)OO (m-chloroperbenzoic acid), [I-].[K+] (potassium iodide), C(C)(=O)C1=CC(=C(OC(C(=O)OCC)(C)C)C=C1)C (ethyl 2-(4-acetyl-2-methylphenoxy)-2-methylpropanoate), C(C)(=O)C1=CC(=C(OC(C(=O)OCC)(C)C)C=C1)C (ethyl 2-(4-acetyl-2-methylphenoxy)-2-methylpropanoate), C1(=CC=C(C=C1)S(=O)(=O)O)C (4-toluenesulphonic acid). Solvent: ClCCl (dichloromethane), ClCCl (dichloromethane). Reaction conditions: temperature 40 celsius, time 19 hour. Product: C(C)(=O)OC1=CC(=C(OC(C(=O)OCC)(C)C)C=C1)C (ethyl 2-[4-(acetyloxy)-2-methylphenoxy]-2-methylpropanoate). As a reaction SMILES: C([C:4]1[CH:18]=[CH:17][C:7]([O:8][C:9]([CH3:16])([CH3:15])[C:10]([O:12][CH2:13][CH3:14])=[O:11])=[C:6]([CH3:19])[CH:5]=1)(=O)C.C1(C)C=CC(S(O)(=O)=O)=CC=1.ClC1C=CC=[C:34]([C:38]([O:40]O)=[O:39])C=1.[I-].[K+]>ClCCl>[C:38]([O:40][C:4]1[CH:18]=[CH:17][C:7]([O:8][C:9]([CH3:15])([CH3:16])[C:10]([O:12][CH2:13][CH3:14])=[O:11])=[C:6]([CH3:19])[CH:5]=1)(=[O:39])[CH3:34] |f:3.4|. Procedure details: A solution of ethyl 2-(4-acetyl-2-methylphenoxy)-2-methylpropanoate (intermediate 8, 37.33 g) in dichloromethane (650 ml) was treated with 4-toluenesulphonic acid (2.75 g) followed by m-chloroperbenzoic acid (60.5 g) and the mixture warmed to 40° C. and stirred under nitrogen for 19 hours. The cooled mixture was treated with dichloromethane (350 ml) and the resulting mixture added to aqueous potassium iodide (1000 ml, 10% solution). The organic layer was collected and washed twice with water and... The reactants are O=C([O-])O, CCCN(C)C(=O)c1cc(CO)cc(C(=O)OCC)c1, CCOCC, ClCCl, [Na+]. Product: CCCN(C)C(=O)c1cc(C=O)cc(C(=O)OCC)c1. RXN SMILES: [C:26](=[O:27])([OH:28])[O-:29].[CH2:1]([CH3:2])[O:3][C:4]([c:5]1[cH:6][c:7]([C:8](=[O:9])[N:10]([CH2:11][CH2:12][CH3:13])[CH3:14])[cH:15][c:16]([CH2:18][OH:19])[cH:17]1)=[O:20].[CH3:21][CH2:22][O:23][CH2:24][CH3:25].[Cl:31][CH2:32][Cl:33].[Na+:30]>>[CH2:1]([CH3:2])[O:3][C:4]([c:5]1[cH:6][c:7]([C:8](=[O:9])[N:10]([CH2:11][CH2:12][CH3:13])[CH3:14])[cH:15][c:16]([CH:18]=[O:19])[cH:17]1)=[O:20]. Reactants: [N+](=O)([O-])C1=CC=C(S1)S(=O)(=O)N1C[C@@H](N(CC1)C1=NC=C(C=N1)C(C(F)(F)F)(C(F)(F)F)O)CN(S(=O)(=O)C)C1=CC=CC=C1 (N-(((2R)-4-((5-nitro-2-thiophenyl)sulfonyl)-1-(5-(2,2,2-trifluoro-1-hydroxy-1-(trifluoromethyl)ethyl)-2-pyrimidinyl)-2-piperazinyl)methyl)-N-phenylmethanesulfonamide), C(=O)(O)[O-].[Na+] (NaHCO3). The reagents and catalysts are [Fe] (iron). Solvent: C(C)(=O)O (acetic acid). Conditions: temperature 50 celsius. Product: NC1=CC=C(S1)S(=O)(=O)N1C[C@@H](N(CC1)C1=NC=C(C=N1)C(C(F)(F)F)(C(F)(F)F)O)CN(S(=O)(=O)C)C1=CC=CC=C1 (N-(((2R)-4-((5-amino-2-thiophenyl)sulfonyl)-1-(5-(2,2,2-trifluoro-1-hydroxy-1-(trifluoromethyl)ethyl)-2-pyrimidinyl)-2-piperazinyl)methyl)-N-phenylmethanesulfonamide). The yield is 72.7%. As a reaction SMILES: [N+:1]([C:4]1[S:8][C:7]([S:9]([N:12]2[CH2:17][CH2:16][N:15]([C:18]3[N:23]=[CH:22][C:21]([C:24]([OH:33])([C:29]([F:32])([F:31])[F:30])[C:25]([F:28])([F:27])[F:26])=[CH:20][N:19]=3)[C@@H:14]([CH2:34][N:35]([C:40]3[CH:45]=[CH:44][CH:43]=[CH:42][CH:41]=3)[S:36]([CH3:39])(=[O:38])=[O:37])[CH2:13]2)(=[O:11])=[O:10])=[CH:6][CH:5]=1)([O-])=O.C([O-])(O)=O.[Na+]>[Fe].C(O)(=O)C>[NH2:1][C:4]1[S:8][C:7]([S:9]([N:12]2[CH2:17][CH2:16][N:15]([C:18]3[N:23]=[CH:22][C:21]([C:24]([OH:33])([C:25]([F:28])([F:26])[F:27])[C:29]([F:32])([F:31])[F:30])=[CH:20][N:19]=3)[C@@H:14]([CH2:34][N:35]([C:40]3[CH:41]=[CH:42][CH:43]=[CH:44][CH:45]=3)[S:36]([CH3:39])(=[O:38])=[O:37])[CH2:13]2)(=[O:10])=[O:11])=[CH:6][CH:5]=1 |f:1.2|. Procedure details: A 20-mL vial was charged with N-(((2R)-4-((5-nitro-2-thiophenyl)sulfonyl)-1-(5-(2,2,2-trifluoro-1-hydroxy-1-(trifluoromethyl)ethyl)-2-pyrimidinyl)-2-piperazinyl)methyl)-N-phenylmethanesulfonamide (0.131 g, 0.186 mmol, step 1), iron filings (0.052 g, 0.93 mmol) and acetic acid (2 mL). The reaction mixture was heated at 50° C. for 40 min and then allowed to cool to room temperature. Saturated aqueous NaHCO3 (20 mL) was then added slowly. The aqueous phase was extracted with EtOAc (2×20 mL) and the... The reactants are C(#N)C=1C=C(C=CC1)C=1C=2N(N=C(C1CCCCC(=O)OCC)C)C(=CC2)CC (ethyl 5-[4-(3-cyanophenyl)-7-ethyl-2-methylpyrrolo[1,2-b]pyridazin-3-yl]pentanoate), [BH4-].[Li+] (lithium borohydride), O1CCCC1 (tetrahydrofuran), [BH4-].[Li+] (lithium borohydride). Reaction conditions: time 2 hour. Yields the product C(C)C1=CC=C2N1N=C(C(=C2C=2C=C(C#N)C=CC2)CCCCCCO)C (3-[7-ethyl-3-(6-hydroxyhexyl)-2-methylpyrrolo[1,2-b]pyridazin-4-yl]benzonitrile), NCC=1C=C(C=CC1)C=1C=2N(N=C(C1CCCCCCO)C)C(=CC2)CC (6-{4-[3-(aminomethyl)phenyl]-7-ethyl-2-methylpyrrolo[1,2-b]pyridazin-3-yl}-1-hexanol). Isolated yield 31.9%. RXN SMILES: [C:1]([C:3]1[CH:4]=[C:5]([C:9]2[C:10]3[N:11]([C:25]([CH2:28][CH3:29])=[CH:26][CH:27]=3)[N:12]=[C:13]([CH3:24])[C:14]=2[CH2:15][CH2:16][CH2:17][CH2:18]C(OCC)=O)[CH:6]=[CH:7][CH:8]=1)#[N:2].[BH4-].[Li+].[O:32]1[CH2:36][CH2:35][CH2:34][CH2:33]1>>[CH2:28]([C:25]1[N:11]2[N:12]=[C:13]([CH3:24])[C:14]([CH2:15][CH2:16][CH2:17][CH2:18][CH2:34][CH2:33][OH:32])=[C:9]([C:5]3[CH:4]=[C:3]([CH:8]=[CH:7][CH:6]=3)[C:1]#[N:2])[C:10]2=[CH:27][CH:26]=1)[CH3:29].[NH2:2][CH2:1][C:3]1[CH:4]=[C:5]([C:9]2[C:10]3[N:11]([C:25]([CH2:28][CH3:29])=[CH:26][CH:27]=3)[N:12]=[C:13]([CH3:24])[C:14]=2[CH2:15][CH2:16][CH2:36][CH2:35][CH2:34][CH2:33][OH:32])[CH:6]=[CH:7][CH:8]=1 |f:1.2|. Procedure: To a solution of ethyl 5-[4-(3-cyanophenyl)-7-ethyl-2-methylpyrrolo[1,2-b]pyridazin-3-yl]pentanoate (45 mg) in tetrahydrofuran (1 mL) was added lithium borohydride (5 mg) in an ice-water bath. Then the reaction mixture was stirred at ambient temperature. After 2 hours, another lithium borohydride (5 mg) was added therein and was stirred overnight. The reaction mixture was partitioned between ethyl acetate and water. The organic layer was washed with brine, dried over magnesium sulfate, and was e... The product is O=C1NC(=O)C2(CC(=O)Oc3ccc(Cl)cc32)N1. Starting materials: CCOC(=O)CC1(c2cc(Cl)ccc2OC)NC(=O)NC1=O, I, O. RXN SMILES: [CH3:1][O:2][c:3]1[c:4]([C:10]2([CH2:17][C:18](=[O:19])[O:20][CH2:21][CH3:22])[NH:11][C:12](=[O:16])[NH:13][C:14]2=[O:15])[cH:5][c:6]([Cl:9])[cH:7][cH:8]1.[IH:23].[OH2:24]>>[c:3]12[c:4]([cH:5][c:6]([Cl:9])[cH:7][cH:8]1)[C:10]1([NH:11][C:12](=[O:16])[NH:13][C:14]1=[O:15])[CH2:17][C:18](=[O:19])[O:20]2. Reactants: C(C1=CC=CC=C1)=O (benzaldehyde), C(C)OC(CC(=O)COCC)=O (γ-ethoxyacetoacetic acid ethyl ester), C(C)OC(\C=C(\C)/N)=O (β-aminocrotonic acid ethyl ester). Run in C(C)O (ethanol). The product is C(C)OC(=O)C1=C(NC(=C(C1C1=CC=CC=C1)C(=O)OCC)C)COCC (2-ethoxymethyl-6-methyl-4-phenyl-1,4-dihydropyridine-3,5-dicarboxylic acid diethyl ester). Isolated yield 65.0%. Reaction SMILES: [CH:1](=O)[C:2]1[CH:7]=[CH:6][CH:5]=[CH:4][CH:3]=1.[CH2:9]([O:11][C:12](=[O:20])[CH2:13][C:14]([CH2:16][O:17][CH2:18][CH3:19])=O)[CH3:10].[CH2:21]([O:23][C:24](=[O:29])/[CH:25]=[C:26](\[NH2:28])/[CH3:27])[CH3:22]>C(O)C>[CH2:9]([O:11][C:12]([C:13]1[CH:1]([C:2]2[CH:7]=[CH:6][CH:5]=[CH:4][CH:3]=2)[C:25]([C:24]([O:23][CH2:21][CH3:22])=[O:29])=[C:26]([CH3:27])[NH:28][C:14]=1[CH2:16][O:17][CH2:18][CH3:19])=[O:20])[CH3:10]. Procedure: After heating a solution of 10.6 g of benzaldehyde, 17.4 g of γ-ethoxyacetoacetic acid ethyl ester and 13 g of β-aminocrotonic acid ethyl ester in 80 ml of ethanol for several hours, 2-ethoxymethyl-6-methyl-4-phenyl-1,4-dihydropyridine-3,5-dicarboxylic acid diethyl ester is obtained, in a yield of 65% of theory, in the form of yellow crystals of melting point 112° C. Reactants: BrC1=CC(=CC=C1)OC1CC1 (1-bromo-3-cyclopropoxybenzene), CC1(OB(OC1(C)C)B1OC(C(O1)(C)C)(C)C)C (4,4,4′,4′,5,5,5′,5′-octamethyl-2,2′-bi(1,3,2-dioxaborolane)), PdCl2dppf, C(Cl)Cl (DCM), KAcO, CS(=O)C (DMSO). The solvent is C(C)(=O)OCC (Ethyl acetate). Yields the product C1(CC1)OC=1C=C(C=CC1)B(O)O (3-Cyclopropoxyphenylboronic acid). The yield is 37.2%. Reaction SMILES: Br[C:2]1[CH:7]=[CH:6][CH:5]=[C:4]([O:8][CH:9]2[CH2:11][CH2:10]2)[CH:3]=1.CC1(C)C(C)(C)[O:16][B:15](B2OC(C)(C)C(C)(C)O2)[O:14]1.C(Cl)Cl.CS(C)=O>C(OCC)(=O)C>[CH:9]1([O:8][C:4]2[CH:3]=[C:2]([B:15]([OH:16])[OH:14])[CH:7]=[CH:6][CH:5]=2)[CH2:11][CH2:10]1. Procedure details: A mixture of 1-bromo-3-cyclopropoxybenzene (1.36 mmol, 0.289 g), 4,4,4′,4′,5,5,5′,5′-octamethyl-2,2′-bi(1,3,2-dioxaborolane) (2.11 mmol, 0.321 mmol), PdCl2dppf.DCM (0.14 mmol, 0.112 g), KAcO (6.11 mmol, 0.600 g) in a DMSO (3 ml) was heated at 130° C. for 45 minutes, under argon atmosphere in a microwave oven. Ethyl acetate was added and filtered through celite. The organic phase was washed with water and evaporated. The crude mixture was purified by reverse phase using a water/AcN/MeOH system gr... The reactants are C(C)(C)(C)C1=CC=C(C=C1)C1=NOC(=N1)C1=NN(C(=N1)C)CC1=CC(=NC=C1)Cl (3-(4-(tert-Butyl)phenyl)-5-(1-((2-chloropyridin-4-yl)methyl)-5-methyl-1H-1,2,4-triazol-3-yl)-1,2,4-oxadiazole), CN1CCNCC1 (1-methylpiperazine). The solvent is CS(=O)C (DMSO). Conditions: temperature 140 celsius. The product is C(C)(C)(C)C1=CC=C(C=C1)C1=NOC(=N1)C1=NN(C(=N1)C)CC1=CC(=NC=C1)N1CCN(CC1)C (3-(4-(tert-butyl)phenyl)-5-(5-methyl-1-((2-(4-methylpiperazin-1-yl)pyridin-4-yl)methyl)-1H-1,2,4-triazol-3-yl)-1,2,4-oxadiazole). Isolated yield 22.0%. Reaction SMILES: [C:1]([C:5]1[CH:10]=[CH:9][C:8]([C:11]2[N:15]=[C:14]([C:16]3[N:20]=[C:19]([CH3:21])[N:18]([CH2:22][C:23]4[CH:28]=[CH:27][N:26]=[C:25](Cl)[CH:24]=4)[N:17]=3)[O:13][N:12]=2)=[CH:7][CH:6]=1)([CH3:4])([CH3:3])[CH3:2].[CH3:30][N:31]1[CH2:36][CH2:35][NH:34][CH2:33][CH2:32]1>CS(C)=O>[C:1]([C:5]1[CH:10]=[CH:9][C:8]([C:11]2[N:15]=[C:14]([C:16]3[N:20]=[C:19]([CH3:21])[N:18]([CH2:22][C:23]4[CH:28]=[CH:27][N:26]=[C:25]([N:34]5[CH2:35][CH2:36][N:31]([CH3:30])[CH2:32][CH2:33]5)[CH:24]=4)[N:17]=3)[O:13][N:12]=2)=[CH:7][CH:6]=1)([CH3:4])([CH3:3])[CH3:2]. Procedure details: 3-(4-(tert-Butyl)phenyl)-5-(1-((2-chloropyridin-4-yl)methyl)-5-methyl-1H-1,2,4-triazol-3-yl)-1,2,4-oxadiazole (90 mg, 0.221 mmol) and 1-methylpiperazine (265 mg, 2.65 mmol) were dissolved in DMSO (3 mL) in a sealed tube reaction vessel. The reaction was heated at 140° C. overnight and then cooled to RT and partitioned between H2O (25 mL) and EtOAc (25 mL). The organic layer was separated, washed with H2O (2×25 mL) and brine (15 mL), dried over Na2SO4, filtered, and concentrated to afford the cru... Starting materials: COC(=O)CC(c1ccc(Cl)cc1Cl)C(O)(c1cncc(C)n1)C(F)(F)F, CO, [Na+], [OH-]. The product is Cc1cncc(C(O)(C(CC(=O)O)c2ccc(Cl)cc2Cl)C(F)(F)F)n1. RXN SMILES: [CH3:1][O:2][C:3]([CH2:4][CH:5]([C:6]([C:7]([F:8])([F:9])[F:10])([c:11]1[n:12][c:13]([CH3:17])[cH:14][n:15][cH:16]1)[OH:18])[c:19]1[c:20]([Cl:26])[cH:21][c:22]([Cl:25])[cH:23][cH:24]1)=[O:27].[CH3:30][OH:31].[Na+:29].[OH-:28]>>[O:2]=[C:3]([CH2:4][CH:5]([C:6]([C:7]([F:8])([F:9])[F:10])([c:11]1[n:12][c:13]([CH3:17])[cH:14][n:15][cH:16]1)[OH:18])[c:19]1[c:20]([Cl:26])[cH:21][c:22]([Cl:25])[cH:23][cH:24]1)[OH:27].